Dataset: the Open Reaction Database (ORD), a public repository of structured organic reaction records. Task: describe an organic reaction: reactants, conditions, products, and yield The reactants are ClC(Cl)Cl, Cc1ccc2c(F)c(F)ccc2n1, O=C(OO)c1cccc(Cl)c1. The product is Cc1ccc2c(F)c(F)ccc2[n+]1[O-]. RXN SMILES: [CH:25]([Cl:26])([Cl:27])[Cl:28].[F:1][c:2]1[c:3]2[cH:4][cH:5][c:6]([CH3:13])[n:7][c:8]2[cH:9][cH:10][c:11]1[F:12].[OH:14][O:15][C:16]([c:17]1[cH:18][c:19]([Cl:20])[cH:21][cH:22][cH:23]1)=[O:24]>>[F:1][c:2]1[c:3]2[cH:4][cH:5][c:6]([CH3:13])[n+:7]([O-:14])[c:8]2[cH:9][cH:10][c:11]1[F:12]. Yield: 70.1%. The solvent is CC(=O)C (acetone). Procedure: p-Hydroxyacetophenone (13.6 g.), 1,3-dibromopropane (121.2 g.) and potassium carbonate (15.8 g.) were dissolved in acetone (250 ml.), and the solution was refluxed under heating for 6 hours. After the reaction mixture was filtered, the acetone was removed by evaporation from the filtrate under reduced pressure to give an oily residue. The excess of 1,3-dibromopropane was removed by distillation from the oily residue under reduced pressure to give a residue, which was subjected to column chromato... Reaction SMILES: [OH:1][C:2]1[CH:7]=[CH:6][C:5]([C:8](=[O:10])[CH3:9])=[CH:4][CH:3]=1.[Br:11][CH2:12][CH2:13][CH2:14]Br.C(=O)([O-])[O-].[K+].[K+]>CC(C)=O>[Br:11][CH2:12][CH2:13][CH2:14][O:1][C:2]1[CH:7]=[CH:6][C:5]([C:8](=[O:10])[CH3:9])=[CH:4][CH:3]=1 |f:2.3.4|. Starting materials: OC1=CC=C(C=C1)C(C)=O (p-Hydroxyacetophenone), BrCCCBr (1,3-dibromopropane), C([O-])([O-])=O.[K+].[K+] (potassium carbonate). Product: BrCCCOC1=CC=C(C=C1)C(C)=O (p-(3-bromopropoxy)acetophenone). Reaction conditions: temperature 79.5 celsius. Procedure: Combine (S)-7-chloro-10-[3-(2-methoxy-ethyl)-4-methyl-piperazin-1-yl]-2-methyl-4H-3-thia-4,9-diaza-benzo[f]azulene (39.7 g, 97.6 mmol) and 2-propanol (IPA, 397 mL) at ambient temperature and hear to 80-81° C. Add a solution of concentrated HCl (17.1 mL, 206 mmol) in IPA (79 mL) over 20-30 minutes. Maintain the temperature of the resulting mixture at 79-80° C. for 1.5 hours. Shut heat source and allow the mixture to cool slowly to 30° C. over 3 hours. Cool to 0-5° C. and stir for an additional ho... Run in CC(C)O (2-propanol), CC(C)O (IPA). Reactants: ClC1=CC2=C(NC=3SC(=CC3C(=N2)N2C[C@@H](N(CC2)C)CCOC)C)C=C1 ((S)-7-chloro-10-[3-(2-methoxy-ethyl)-4-methyl-piperazin-1-yl]-2-methyl-4H-3-thia-4,9-diaza-benzo[f]azulene), Cl (HCl). Yield: 199.4%. The product is Cl.Cl.ClC1=CC2=C(NC=3SC(=CC3C(=N2)N2C[C@@H](N(CC2)C)CCOC)C)C=C1 ((S)-7-Chloro-10-[3-(2-methoxy-ethyl)-4-methyl-piperazin-1-yl]-2-methyl-4H-3-thia-4,9-diaza-benzo[f]azulene dihydrochloride). RXN SMILES: [Cl:1][C:2]1[CH:27]=[CH:26][C:5]2[NH:6][C:7]3[S:8][C:9]([CH3:25])=[CH:10][C:11]=3[C:12]([N:14]3[CH2:19][CH2:18][N:17]([CH3:20])[C@@H:16]([CH2:21][CH2:22][O:23][CH3:24])[CH2:15]3)=[N:13][C:4]=2[CH:3]=1.[ClH:28]>CC(O)C>[ClH:1].[ClH:28].[Cl:1][C:2]1[CH:27]=[CH:26][C:5]2[NH:6][C:7]3[S:8][C:9]([CH3:25])=[CH:10][C:11]=3[C:12]([N:14]3[CH2:19][CH2:18][N:17]([CH3:20])[C@@H:16]([CH2:21][CH2:22][O:23][CH3:24])[CH2:15]3)=[N:13][C:4]=2[CH:3]=1 |f:3.4.5|. The reactants are C=CCNc1cc(OC)c(-c2ccc(CC(NC(=O)c3c(Cl)cccc3Cl)C(=O)OC)cc2)c(OC)c1, CC#N, O. Yields the product COC(=O)C(Cc1ccc(-c2c(OC)cc(N)cc2OC)cc1)NC(=O)c1c(Cl)cccc1Cl. RXN SMILES: [CH3:1][O:2][C:3]([CH:4]([NH:5][C:6]([c:7]1[c:8]([Cl:14])[cH:9][cH:10][cH:11][c:12]1[Cl:13])=[O:15])[CH2:16][c:17]1[cH:18][cH:19][c:20](-[c:23]2[c:24]([O:35][CH3:36])[cH:25][c:26]([NH:31][CH2:32][CH:33]=[CH2:34])[cH:27][c:28]2[O:29][CH3:30])[cH:21][cH:22]1)=[O:37].[CH3:38][C:39]#[N:40].[OH2:41]>>[CH3:1][O:2][C:3]([CH:4]([NH:5][C:6]([c:7]1[c:8]([Cl:14])[cH:9][cH:10][cH:11][c:12]1[Cl:13])=[O:15])[CH2:16][c:17]1[cH:18][cH:19][c:20](-[c:23]2[c:24]([O:35][CH3:36])[cH:25][c:26]([NH2:31])[cH:27][c:28]2[O:29][CH3:30])[cH:21][cH:22]1)=[O:37]. Reactants: CCCC[N+](CCCC)(CCCC)CCCC, [F-], C[Si](C)(C)CCOC(=O)N1CCC(c2ccc(F)cc2)C(OCc2cc(O)c3ccccc3c2)C1. Yields the product Oc1cc(COC2CNCCC2c2ccc(F)cc2)cc2ccccc12. RXN SMILES: [CH3:37][CH2:38][CH2:39][CH2:40][N+:41]([CH2:42][CH2:43][CH2:44][CH3:45])([CH2:46][CH2:47][CH2:48][CH3:49])[CH2:50][CH2:51][CH2:52][CH3:53].[F-:36].[F:1][c:2]1[cH:3][cH:4][c:5]([CH:8]2[CH:9]([O:23][CH2:24][c:25]3[cH:26][c:27]4[cH:28][cH:29][cH:30][cH:31][c:32]4[c:33]([OH:35])[cH:34]3)[CH2:10][N:11]([C:14]([O:15][CH2:16][CH2:17][Si:18]([CH3:19])([CH3:20])[CH3:21])=[O:22])[CH2:12][CH2:13]2)[cH:6][cH:7]1>>[F:1][c:2]1[cH:3][cH:4][c:5]([CH:8]2[CH:9]([O:23][CH2:24][c:25]3[cH:26][c:27]4[cH:28][cH:29][cH:30][cH:31][c:32]4[c:33]([OH:35])[cH:34]3)[CH2:10][NH:11][CH2:12][CH2:13]2)[cH:6][cH:7]1. Reactants: O=C([O-])[O-], CO, ClCCl, OCC(O)C1CCc2cc(F)ccc2O1, [K+], [K+], O, Cc1ccc(S(=O)(=O)Cl)cc1, c1ccncc1. The product is Fc1ccc2c(c1)CCC(C1CO1)O2. As a reaction SMILES: [C:33](=[O:34])([O-:35])[O-:36].[CH3:42][OH:43].[Cl:39][CH2:40][Cl:41].[F:1][c:2]1[cH:3][c:4]2[c:9]([cH:10][cH:11]1)[O:8][CH:7]([CH:12]([CH2:13][OH:14])[OH:15])[CH2:6][CH2:5]2.[K+:37].[K+:38].[OH2:44].[S:22]([Cl:23])([c:24]1[cH:25][cH:26][c:27]([CH3:28])[cH:29][cH:30]1)(=[O:31])=[O:32].[cH:16]1[cH:17][cH:18][n:19][cH:20][cH:21]1>>[F:1][c:2]1[cH:3][c:4]2[c:9]([cH:10][cH:11]1)[O:8][CH:7]([CH:12]1[CH2:13][O:15]1)[CH2:6][CH2:5]2.